This data is from the Open Reaction Database (ORD), a public repository of structured organic reaction records. The task is: describe an organic reaction: reactants, conditions, products, and yield Reactants: C(C1=CC=CC=C1)OC1=C(C=C(C=C1)C=1OC2=C(N1)C=CC(=C2)O)F (2-(4-(benzyloxy)-3-fluorophenyl)-1,3-benzoxazol-6-ol), OC([C@H](C)NC(OC(C)(C)C)=O)C (tert-butyl ((2S)-3-hydroxybutan-2-yl)carbamate). The product is C(C1=CC=CC=C1)OC1=C(C=C(C=C1)C=1OC2=C(N1)C=CC(=C2)OC([C@H](C)NC(OC(C)(C)C)=O)C)F (tert-butyl ((2S)-3-((2-(4-(benzyloxy)-3-fluorophenyl)-1,3-benzoxazol-6-yl)oxy)butan-2-yl)carbamate). As a reaction SMILES: [CH2:1]([O:8][C:9]1[CH:14]=[CH:13][C:12]([C:15]2[O:16][C:17]3[CH:23]=[C:22]([OH:24])[CH:21]=[CH:20][C:18]=3[N:19]=2)=[CH:11][C:10]=1[F:25])[C:2]1[CH:7]=[CH:6][CH:5]=[CH:4][CH:3]=1.O[CH:27]([CH3:38])[C@@H:28]([NH:30][C:31](=[O:37])[O:32][C:33]([CH3:36])([CH3:35])[CH3:34])[CH3:29]>>[CH2:1]([O:8][C:9]1[CH:14]=[CH:13][C:12]([C:15]2[O:16][C:17]3[CH:23]=[C:22]([O:24][CH:27]([CH3:38])[C@@H:28]([NH:30][C:31](=[O:37])[O:32][C:33]([CH3:36])([CH3:35])[CH3:34])[CH3:29])[CH:21]=[CH:20][C:18]=3[N:19]=2)=[CH:11][C:10]=1[F:25])[C:2]1[CH:3]=[CH:4][CH:5]=[CH:6][CH:7]=1. Reported procedure: Using 2-(4-(benzyloxy)-3-fluorophenyl)-1,3-benzoxazol-6-ol and tert-butyl ((2S)-3-hydroxybutan-2-yl)carbamate, and in the same manner as in Step C of Example 1, the title compound was obtained. Starting materials: Cc1cc(Br)ccc1Cl, O=C([O-])[O-], Cc1cnc(Cl)nc1N, [Cs+], [Cs+], C1COCCO1, O=C(C=Cc1ccccc1)C=Cc1ccccc1, O=C(C=Cc1ccccc1)C=Cc1ccccc1, O=C(C=Cc1ccccc1)C=Cc1ccccc1, [Pd], [Pd]. Yields the product Cc1cc(Nc2nc(Cl)ncc2C)ccc1Cl. RXN SMILES: [Br:10][c:11]1[cH:12][c:13]([CH3:18])[c:14]([Cl:17])[cH:15][cH:16]1.[C:19](=[O:20])([O-:21])[O-:22].[Cl:1][c:2]1[n:3][cH:4][c:5]([CH3:9])[c:6]([NH2:8])[n:7]1.[Cs+:23].[Cs+:24].[O:25]1[CH2:26][CH2:27][O:28][CH2:29][CH2:30]1.[O:33]=[C:34]([CH:35]=[CH:36][c:37]1[cH:38][cH:39][cH:40][cH:41][cH:42]1)[CH:43]=[CH:44][c:45]1[cH:46][cH:47][cH:48][cH:49][cH:50]1.[O:51]=[C:52]([CH:53]=[CH:54][c:55]1[cH:56][cH:57][cH:58][cH:59][cH:60]1)[CH:61]=[CH:62][c:63]1[cH:64][cH:65][cH:66][cH:67][cH:68]1.[O:69]=[C:70]([CH:71]=[CH:72][c:73]1[cH:74][cH:75][cH:76][cH:77][cH:78]1)[CH:79]=[CH:80][c:81]1[cH:82][cH:83][cH:84][cH:85][cH:86]1.[Pd:31].[Pd:32]>>[Cl:1][c:2]1[n:3][cH:4][c:5]([CH3:9])[c:6]([NH:8][c:11]2[cH:12][c:13]([CH3:18])[c:14]([Cl:17])[cH:15][cH:16]2)[n:7]1. Starting materials: CC(C)(C)[Si](C)(C)Cl, CCCCCC, CCOC(C)=O, CN(C)C=O, CSC1C(=O)Nc2cccc(CO)c21, c1c[nH]cn1. The product is CSC1C(=O)Nc2cccc(CO[Si](C)(C)C(C)(C)C)c21. As a reaction SMILES: [C:15]([CH3:16])([CH3:17])([CH3:18])[Si:19]([CH3:20])([CH3:21])[Cl:22].[CH3:33][CH2:34][CH2:35][CH2:36][CH2:37][CH3:38].[CH3:39][CH2:40][O:41][C:42]([CH3:43])=[O:44].[O:28]=[CH:29][N:30]([CH3:31])[CH3:32].[OH:1][CH2:2][c:3]1[c:4]2[c:8]([cH:9][cH:10][cH:11]1)[NH:7][C:6](=[O:12])[CH:5]2[S:13][CH3:14].[nH:23]1[cH:24][cH:25][n:26][cH:27]1>>[O:1]([CH2:2][c:3]1[c:4]2[c:8]([cH:9][cH:10][cH:11]1)[NH:7][C:6](=[O:12])[CH:5]2[S:13][CH3:14])[Si:19]([C:15]([CH3:16])([CH3:17])[CH3:18])([CH3:20])[CH3:21]. Starting materials: ClN1C(N(C(N(C1=O)Cl)=O)Cl)=O (1,3,5-Trichloro-1,3,5-triazinane-2,4,6-trione), BrC=1C=C2C(=C(C=NC2=CC1)C(=O)N)NC1CCOCC1 (6-bromo-4-(oxan-4-ylamino)quinoline-3-carboxamide), C1CCC2=NCCCN2CC1 (DBU). The solvent is CO (MeOH). Conditions: time 30 minute. Product: BrC1=CC=2C3=C(C=NC2C=C1)NC(N3C3CCOCC3)=O (8-Bromo-1-(oxan-4-yl)-3H-imidazo[4,5-c]quinolin-2-one). Yield: 161.3%. As a reaction SMILES: ClN1[C:7](=[O:8])[N:6](Cl)C(=O)N(Cl)C1=O.[Br:13][C:14]1[CH:15]=[C:16]2[C:21](=[CH:22][CH:23]=1)[N:20]=[CH:19][C:18](C(N)=O)=[C:17]2[NH:27][CH:28]1[CH2:33][CH2:32][O:31][CH2:30][CH2:29]1.C1CCN2C(=NCCC2)CC1>CO>[Br:13][C:14]1[CH:23]=[CH:22][C:21]2[N:20]=[CH:19][C:18]3[NH:6][C:7](=[O:8])[N:27]([CH:28]4[CH2:29][CH2:30][O:31][CH2:32][CH2:33]4)[C:17]=3[C:16]=2[CH:15]=1. Procedure details: 1,3,5-Trichloro-1,3,5-triazinane-2,4,6-trione (18.9 g, 81.9 mmol) was added portionwise to a mixture of 6-bromo-4-(oxan-4-ylamino)quinoline-3-carboxamide (57.3 g, 163.7 mmol) and DBU (54.7 g, 360.1 mmol) in MeOH (500 mL) at 0° C. The resulting mixture was allowed to warm and stirred at r.t. for 30 minutes. The resulting mixture was evaporated to dryness and the residue triturated with a mixture of petroleum ether/EtOAc (5:1, 1000 mL) to afford the desired material (46.0 g, 81%) as a yellow solid... Reactants: ClC1=CC=C(C=C1)C1=C(N=C(N1)C1=CC=C(C=C1)N1CCOCC1)C(=O)OCC (Ethyl 5-(4-chlorophenyl)-2-(4-morpholinophenyl)imidazole-4-carboxylate). The solvent is C(C)O (ethanol), [OH-].[Na+] (sodium hydroxide). Yields the product ClC1=CC=C(C=C1)C1=C(N=C(N1)C1=CC=C(C=C1)N1CCOCC1)C(=O)O (5-(4-chlorophenyl)-2-(4-morpholinophenyl)imidazole-4-carboxyic acid). Yield: 98.7%. RXN SMILES: [Cl:1][C:2]1[CH:7]=[CH:6][C:5]([C:8]2[NH:12][C:11]([C:13]3[CH:18]=[CH:17][C:16]([N:19]4[CH2:24][CH2:23][O:22][CH2:21][CH2:20]4)=[CH:15][CH:14]=3)=[N:10][C:9]=2[C:25]([O:27]CC)=[O:26])=[CH:4][CH:3]=1>C(O)C.[OH-].[Na+]>[Cl:1][C:2]1[CH:7]=[CH:6][C:5]([C:8]2[NH:12][C:11]([C:13]3[CH:18]=[CH:17][C:16]([N:19]4[CH2:20][CH2:21][O:22][CH2:23][CH2:24]4)=[CH:15][CH:14]=3)=[N:10][C:9]=2[C:25]([OH:27])=[O:26])=[CH:4][CH:3]=1 |f:2.3|. Procedure details: Ethyl 5-(4-chlorophenyl)-2-(4-morpholinophenyl)imidazole-4-carboxylate (53.7 g) was dissolved in ethanol (540 ml) and 3N aqueous sodium hydroxide solution (217 ml), and the mixture was refluxed under heating for 5 hr and concentrated under reduced pressure. Water (100 ml) was added and the mixture was washed with toluene. The aqueous layer was neutralized with 10% aqueous citric acid solution and the precipitated crystals were collected by filtration to give the objective 5-(4-chlorophenyl)-2-(4...